The task is: describe an organic reaction: reactants, conditions, products, and yield. This data is from the Open Reaction Database (ORD), a public repository of structured organic reaction records. Product: O=S(=O)(NC1CCCCC1)c1cccc(CO)c1. Reaction SMILES: [CH2:23]1[O:24][CH2:25][CH2:26][CH2:27]1.[CH3:20][OH:21].[CH:1]1([NH:7][S:8](=[O:9])(=[O:10])[c:11]2[cH:12][c:13]([C:14](=[O:15])[OH:16])[cH:17][cH:18][cH:19]2)[CH2:2][CH2:3][CH2:4][CH2:5][CH2:6]1.[ClH:22]>>[CH:1]1([NH:7][S:8](=[O:9])(=[O:10])[c:11]2[cH:12][c:13]([CH2:14][OH:15])[cH:17][cH:18][cH:19]2)[CH2:2][CH2:3][CH2:4][CH2:5][CH2:6]1. The reactants are C1CCOC1, CO, O=C(O)c1cccc(S(=O)(=O)NC2CCCCC2)c1, Cl. Starting materials: O=c1ccoc2cc(OCCCBr)ccc12, CCN(C(C)C)C(C)C, Cl, CN(C)C=O, NCC1COc2ccc(O)cc2O1. Product: O=c1ccoc2cc(OCCCNCC3COc4ccc(O)cc4O3)ccc12. RXN SMILES: [Br:15][CH2:16][CH2:17][CH2:18][O:19][c:20]1[cH:21][cH:22][c:23]2[c:24](=[O:30])[cH:25][cH:26][o:27][c:28]2[cH:29]1.[CH:31]([N:32]([CH:33]([CH3:34])[CH3:35])[CH2:36][CH3:37])([CH3:38])[CH3:39].[ClH:1].[O:40]=[CH:41][N:42]([CH3:43])[CH3:44].[OH:2][c:3]1[cH:4][cH:5][c:6]2[c:7]([cH:14]1)[O:8][CH:9]([CH2:12][NH2:13])[CH2:10][O:11]2>>[OH:2][c:3]1[cH:4][cH:5][c:6]2[c:7]([cH:14]1)[O:8][CH:9]([CH2:12][NH:13][CH2:16][CH2:17][CH2:18][O:19][c:20]1[cH:21][cH:22][c:23]3[c:24](=[O:30])[cH:25][cH:26][o:27][c:28]3[cH:29]1)[CH2:10][O:11]2. Reactants: N[C@@H]1[C@H](CCC1)NC(OC(C)(C)C)=O (tert-Butyl [(1S,2S)-2-aminocyclopentyl]carbamate), C([O-])([O-])=O.[K+].[K+] (Potassium carbonate), ClCC(=O)OCC (ethyl chloroacetate). The solvent is C(C)#N (acetonitrile). Conditions: temperature 55 celsius. Product: C(C)(C)(C)OC(=O)N[C@@H]1[C@H](CCC1)NCC(=O)OCC (ethyl N-{(1S,2S)-2-[(tert-butoxycarbonyl)amino]cyclopentyl}glycinate). RXN SMILES: [NH2:1][C@H:2]1[CH2:6][CH2:5][CH2:4][C@@H:3]1[NH:7][C:8](=[O:14])[O:9][C:10]([CH3:13])([CH3:12])[CH3:11].C(=O)([O-])[O-].[K+].[K+].Cl[CH2:22][C:23]([O:25][CH2:26][CH3:27])=[O:24]>C(#N)C>[C:10]([O:9][C:8]([NH:7][C@H:3]1[CH2:4][CH2:5][CH2:6][C@@H:2]1[NH:1][CH2:22][C:23]([O:25][CH2:26][CH3:27])=[O:24])=[O:14])([CH3:11])([CH3:13])[CH3:12] |f:1.2.3|. Procedure: tert-Butyl [(1S,2S)-2-aminocyclopentyl]carbamate (900 mg, 4.49 mmol) (purchased from Sigma Aldrich) was taken up in acetonitrile (13 mL). Potassium carbonate (932 mg, 6.74 mmol) and ethyl chloroacetate (0.577 mL, 5.39 mmol) were added, and the resulting mixture was heated to 55° C. overnight. The resulting mixture was cooled to room temperature and concentrated under reduced pressure. The residue was taken up in EtOAc, washed with water and brine, dried over magnesium sulfate, filtered, and conc... Starting materials: [OH-].[Na+] (NaOH), BrC=1C=C(C=2C(=CN(C2C1)C(C)CC)C)C(=O)OC (Methyl 6-bromo-1-(sec-butyl)-3-methyl-1H-indole-4-carboxylate), CC(C)(C)OC (TBME). Solvent: O1CCCC1 (tetrahydrofuran), CO (methanol). Reaction conditions: time 5 minute. Yields the product BrC=1C=C(C=2C(=CN(C2C1)C(C)CC)C)C(=O)O (6-Bromo-1-(sec-butyl)-3-methyl-1H-indole-4-carboxylic acid). Reaction SMILES: [Br:1][C:2]1[CH:3]=[C:4]([C:16]([O:18]C)=[O:17])[C:5]2[C:6]([CH3:15])=[CH:7][N:8]([CH:11]([CH2:13][CH3:14])[CH3:12])[C:9]=2[CH:10]=1.[OH-].[Na+].CC(OC)(C)C>CO.O1CCCC1>[Br:1][C:2]1[CH:3]=[C:4]([C:16]([OH:18])=[O:17])[C:5]2[C:6]([CH3:15])=[CH:7][N:8]([CH:11]([CH2:13][CH3:14])[CH3:12])[C:9]=2[CH:10]=1 |f:1.2|. Procedure details: Methyl 6-bromo-1-(sec-butyl)-3-methyl-1H-indole-4-carboxylate (3.24 g, 9.99 mmol) was dissolved in methanol (30 mL) and tetrahydrofuran (THF) (7 mL). The contents were stirred for 5 min., and then aq. 3N NaOH (19.99 mL, 60.0 mmol) was added via addition funnel over 3 min. The contents rapidly became a yellow suspension and were stirred at room temperature for 65 h. The volatiles were removed in vacuo and the residue dissolved in water (60 mL). The contents were washed with ether (1×50 mL). The a... Reactants: COc1ccc(-c2ccc(Br)c3sccc23)cc1, C1CCOC1, [Li]CCCC, COc1ccc(-c2cccc3sc(C=O)cc23)cc1, CN(C)C=O. Product: COc1ccc(-c2ccc(C=O)c3sccc23)cc1. As a reaction SMILES: [Br:1][c:2]1[cH:3][cH:4][c:5](-[c:11]2[cH:12][cH:13][c:14]([O:17][CH3:18])[cH:15][cH:16]2)[c:6]2[cH:7][cH:8][s:9][c:10]12.[CH2:48]1[O:49][CH2:50][CH2:51][CH2:52]1.[CH3:19][CH2:20][CH2:21][CH2:22][Li:23].[CH3:29][O:30][c:31]1[cH:32][cH:33][c:34](-[c:35]2[c:36]3[cH:37][c:38]([CH:39]=[O:40])[s:41][c:42]3[cH:43][cH:44][cH:45]2)[cH:46][cH:47]1.[O:24]=[CH:25][N:26]([CH3:27])[CH3:28]>>[c:2]1([CH:25]=[O:24])[cH:3][cH:4][c:5](-[c:11]2[cH:12][cH:13][c:14]([O:17][CH3:18])[cH:15][cH:16]2)[c:6]2[cH:7][cH:8][s:9][c:10]12. The reactants are CC#N, O=C(O)CN1N=C(C2CCCCC2)c2ccccc2N(CC(=O)C2CCCC2)C1=O, CCN(C(C)C)C(C)C, [Cl-], Cl, Nc1cccc(-c2noc(=O)[nH]2)c1, O=S(Cl)Cl. The product is O=C(CN1N=C(C2CCCCC2)c2ccccc2N(CC(=O)C2CCCC2)C1=O)Nc1cccc(-c2noc(=O)[nH]2)c1. RXN SMILES: [CH3:59][C:60]#[N:61].[CH:1]1([C:7]2=[N:13][N:12]([CH2:14][C:15](=[O:16])[OH:17])[C:11](=[O:18])[N:10]([CH2:19][C:20](=[O:21])[CH:22]3[CH2:23][CH2:24][CH2:25][CH2:26]3)[c:9]3[c:8]2[cH:30][cH:29][cH:28][cH:27]3)[CH2:2][CH2:3][CH2:4][CH2:5][CH2:6]1.[CH:49]([N:50]([CH2:51][CH3:52])[CH:53]([CH3:54])[CH3:55])([CH3:56])[CH3:57].[Cl-:58].[ClH:35].[NH2:36][c:37]1[cH:38][c:39](-[c:43]2[n:44][o:45][c:46](=[O:48])[nH:47]2)[cH:40][cH:41][cH:42]1.[S:31]([Cl:32])([Cl:33])=[O:34]>>[CH:1]1([C:7]2=[N:13][N:12]([CH2:14][C:15](=[O:16])[NH:36][c:37]3[cH:38][c:39](-[c:43]4[n:44][o:45][c:46](=[O:48])[nH:47]4)[cH:40][cH:41][cH:42]3)[C:11](=[O:18])[N:10]([CH2:19][C:20](=[O:21])[CH:22]3[CH2:23][CH2:24][CH2:25][CH2:26]3)[c:9]3[c:8]2[cH:30][cH:29][cH:28][cH:27]3)[CH2:2][CH2:3][CH2:4][CH2:5][CH2:6]1.